This data is from the Open Reaction Database (ORD), a public repository of structured organic reaction records. The task is: describe an organic reaction: reactants, conditions, products, and yield The reactants are CO, O, COc1cc(C=CC(=O)O)ccc1O, O=S(=O)(O)O. Yields the product COC(=O)C=Cc1ccc(O)c(OC)c1. RXN SMILES: [CH3:21][OH:22].[OH2:20].[OH:1][c:2]1[c:3]([O:13][CH3:14])[cH:4][c:5]([CH:8]=[CH:9][C:10](=[O:11])[OH:12])[cH:6][cH:7]1.[S:15](=[O:16])(=[O:17])([OH:18])[OH:19]>>[OH:1][c:2]1[c:3]([O:13][CH3:14])[cH:4][c:5]([CH:8]=[CH:9][C:10](=[O:11])[O:12][CH3:21])[cH:6][cH:7]1. The reactants are C(C1=CC=CC=C1)N1C(N([C@H]([C@H]1C(=O)OCC)C(=O)OCC)CC1=CC=CC=C1)=O (diethyl cis-1,3-dibenzyl-2-oxoimidazolidine-4,5-dicarboxylate), Example 1 ( 1 ). Solvent: P(=O)([O-])([O-])[O-] (phosphate). The product is C(C1=CC=CC=C1)N1C(N([C@@H]([C@@H]1C(=O)OCC)C(=O)O)CC1=CC=CC=C1)=O ((4S,5R)-1,3-dibenzyl-5-ethoxycarbonyl-2-oxoimidazolidine-4-carboxylic acid). Isolated yield 85.9%. As a reaction SMILES: [CH2:1]([N:8]1[C@H:12]([C:13]([O:15][CH2:16][CH3:17])=[O:14])[C@H:11]([C:18]([O:20]CC)=[O:19])[N:10]([CH2:23][C:24]2[CH:29]=[CH:28][CH:27]=[CH:26][CH:25]=2)[C:9]1=[O:30])[C:2]1[CH:7]=[CH:6][CH:5]=[CH:4][CH:3]=1>P([O-])([O-])([O-])=O>[CH2:1]([N:8]1[C@@H:12]([C:13]([O:15][CH2:16][CH3:17])=[O:14])[C@@H:11]([C:18]([OH:20])=[O:19])[N:10]([CH2:23][C:24]2[CH:29]=[CH:28][CH:27]=[CH:26][CH:25]=2)[C:9]1=[O:30])[C:2]1[CH:7]=[CH:6][CH:5]=[CH:4][CH:3]=1. Procedure: A suspension of diethyl cis-1,3-dibenzyl-2-oxoimidazolidine-4,5-dicarboxylate (500 mg) in 0.1M phosphate buffer (pH 8.0, 50 ml) was treated with Pig Liver Esterase (manufactured by Sigma Lab., 1600 units, 10 mg) in a manner similar to that in Example 1 (1) to give (4S,5R)-1,3-dibenzyl-5-ethoxycarbonyl-2-oxoimidazolidine-4-carboxylic acid (400 mg). M.P., 108°-112° C. [α]D20 =+4.4° (c=1, CHCl3). Starting materials: CC(C)(C)OC(=O)N1CCN(c2ccc(OCCCCl)cc2)CC1, O=C([O-])[O-], CC1CCCCN1, CCC(C)=O, [I-], [K+], [K+], [K+], O. Yields the product CC1CCCCN1CCCOc1ccc(N2CCN(C(=O)OC(C)(C)C)CC2)cc1. As a reaction SMILES: [C:1]([CH3:2])([CH3:3])([CH3:4])[O:5][C:6](=[O:7])[N:8]1[CH2:9][CH2:10][N:11]([c:14]2[cH:15][cH:16][c:17]([O:20][CH2:21][CH2:22][CH2:23][Cl:24])[cH:18][cH:19]2)[CH2:12][CH2:13]1.[C:25](=[O:26])([O-:27])[O-:28].[CH3:33][CH:34]1[NH:35][CH2:36][CH2:37][CH2:38][CH2:39]1.[CH3:40][C:41](=[O:42])[CH2:43][CH3:44].[I-:32].[K+:29].[K+:30].[K+:31].[OH2:45]>>[C:1]([CH3:2])([CH3:3])([CH3:4])[O:5][C:6](=[O:7])[N:8]1[CH2:9][CH2:10][N:11]([c:14]2[cH:15][cH:16][c:17]([O:20][CH2:21][CH2:22][CH2:23][N:35]3[CH:34]([CH3:33])[CH2:39][CH2:38][CH2:37][CH2:36]3)[cH:18][cH:19]2)[CH2:12][CH2:13]1. Reactants: COc1ccc(C#CBr)cc1F, Cc1ccccc1, CN1CCc2[nH]c3ccc(Cl)cc3c2CC1, [K+], [K+], [K+], O=P([O-])([O-])[O-], c1cnc2c(c1)ccc1cccnc12. Yields the product COc1ccc(C#Cn2c3c(c4cc(Cl)ccc42)CCN(C)CC3)cc1F. As a reaction SMILES: [Br:39][C:40]#[C:41][c:42]1[cH:43][c:44]([F:50])[c:45]([O:48][CH3:49])[cH:46][cH:47]1.[CH3:51][c:52]1[cH:53][cH:54][cH:55][cH:56][cH:57]1.[Cl:1][c:2]1[cH:3][c:4]2[c:5]3[c:6]([nH:7][c:8]2[cH:9][cH:10]1)[CH2:11][CH2:12][N:13]([CH3:16])[CH2:14][CH2:15]3.[K+:36].[K+:37].[K+:38].[P:31]([O-:32])([O-:33])([O-:34])=[O:35].[cH:17]1[cH:18][c:19]2[cH:20][cH:21][c:22]3[c:23]([c:24]2[n:25][cH:26]1)[n:27][cH:28][cH:29][cH:30]3>>[Cl:1][c:2]1[cH:3][c:4]2[c:5]3[c:6]([n:7]([C:40]#[C:41][c:42]4[cH:43][c:44]([F:50])[c:45]([O:48][CH3:49])[cH:46][cH:47]4)[c:8]2[cH:9][cH:10]1)[CH2:11][CH2:12][N:13]([CH3:16])[CH2:14][CH2:15]3. The reactants are Cl (HCl), BrC1=C(C=CC=C1)CN1N=C(C(=C(C1=O)C(=O)NCC(=O)O)O)C(C)C (N-{[2-[(2-bromophenyl)methyl]-5-hydroxy-6-(1-methylethyl)-3-oxo-2,3-dihydro-4-pyridazinyl]carbonyl}glycine), [N+](=O)([O-])C1=CC=C(C=C1)B(O)O ((4-nitrophenyl)boronic acid), C([O-])([O-])=O.[K+].[K+] (potassium carbonate). Reagents/catalysts: C=1C=CC(=CC1)[P](C=2C=CC=CC2)(C=3C=CC=CC3)[Pd]([P](C=4C=CC=CC4)(C=5C=CC=CC5)C=6C=CC=CC6)([P](C=7C=CC=CC7)(C=8C=CC=CC8)C=9C=CC=CC9)[P](C=1C=CC=CC1)(C=1C=CC=CC1)C=1C=CC=CC1 (tetrakis(triphenylphosphine)palladium). The solvent is CO (methanol), O1CCOCC1 (1,4-Dioxane), O (Water), O (water). The product is OC1=C(C(N(N=C1C(C)C)CC1=C(C=CC=C1)C1=CC=C(C=C1)[N+](=O)[O-])=O)C(=O)NCC(=O)O (N-({5-hydroxy-6-(1-methylethyl)-2-[(4′-nitro-2-biphenylyl)methyl]-3-oxo-2,3-dihydro-4-pyridazinyl}carbonyl)glycine). Yield: 49.2%. As a reaction SMILES: Br[C:2]1[CH:7]=[CH:6][CH:5]=[CH:4][C:3]=1[CH2:8][N:9]1[C:14](=[O:15])[C:13]([C:16]([NH:18][CH2:19][C:20]([OH:22])=[O:21])=[O:17])=[C:12]([OH:23])[C:11]([CH:24]([CH3:26])[CH3:25])=[N:10]1.[N+:27]([C:30]1[CH:35]=[CH:34][C:33](B(O)O)=[CH:32][CH:31]=1)([O-:29])=[O:28].C(=O)([O-])[O-].[K+].[K+].Cl>O1CCOCC1.O.CO.C1C=CC([P]([Pd]([P](C2C=CC=CC=2)(C2C=CC=CC=2)C2C=CC=CC=2)([P](C2C=CC=CC=2)(C2C=CC=CC=2)C2C=CC=CC=2)[P](C2C=CC=CC=2)(C2C=CC=CC=2)C2C=CC=CC=2)(C2C=CC=CC=2)C2C=CC=CC=2)=CC=1>[OH:23][C:12]1[C:11]([CH:24]([CH3:26])[CH3:25])=[N:10][N:9]([CH2:8][C:3]2[CH:4]=[CH:5][CH:6]=[CH:7][C:2]=2[C:33]2[CH:34]=[CH:35][C:30]([N+:27]([O-:29])=[O:28])=[CH:31][CH:32]=2)[C:14](=[O:15])[C:13]=1[C:16]([NH:18][CH2:19][C:20]([OH:22])=[O:21])=[O:17] |f:2.3.4,^1:58,60,79,98|. Reported procedure: To a 5 ml microwave tube was added N-{[2-[(2-bromophenyl)methyl]-5-hydroxy-6-(1-methylethyl)-3-oxo-2,3-dihydro-4-pyridazinyl]carbonyl}glycine (example 78(b), 75 mg, 0.177 mmol), (4-nitrophenyl)boronic acid (29.5 mg, 0.177 mmol), potassium carbonate (73.3 mg, 0.530 mmol), and tetrakis(triphenylphosphine)palladium (0) (6.13 mg, 5.30 μmol) in 1,4-Dioxane (1.5 ml) and Water (0.500 ml). The mixture was irradiated at 100° C. for 20 minutes. The reaction mixture was diluted with water (4 ml), acidified...